From a dataset of the Open Reaction Database (ORD), a public repository of structured organic reaction records. describe an organic reaction: reactants, conditions, products, and yield Starting materials: Clc1ccccc1, Cl, Nc1cccc([N+](=O)[O-])c1, N#CN1CCCC1, O. Product: N=C(Nc1cccc([N+](=O)[O-])c1)N1CCCC1. Reaction SMILES: [Cl:19][c:20]1[cH:21][cH:22][cH:23][cH:24][cH:25]1.[ClH:1].[N+:2](=[O:3])([O-:4])[c:5]1[cH:6][c:7]([NH2:8])[cH:9][cH:10][cH:11]1.[N:12]1([C:17]#[N:18])[CH2:13][CH2:14][CH2:15][CH2:16]1.[OH2:26]>>[N+:2](=[O:3])([O-:4])[c:5]1[cH:6][c:7]([NH:8][C:17]([N:12]2[CH2:13][CH2:14][CH2:15][CH2:16]2)=[NH:18])[cH:9][cH:10][cH:11]1. The reactants are ClCC#N (chloroacetonitrile), C1(O)=CC(O)=CC=C1 (Resorcinol), 100L, O1CCOCC1 (1,4-dioxane), Cl (HCl). Reagents/catalysts: [Cl-].[Cl-].[Zn+2] (ZnCl2), [Cl-].[Cl-].[Zn+2] (ZnCl2). The solvent is O (water), O (water), O (water). Conditions: temperature 27 celsius, time 9 hour. Yields the product ClCC(=O)C1=C(C=C(C=C1)O)O (2-chloro-1-(2,4-dihydroxyphenyl)ethanone). As a reaction SMILES: [O:1]1CCO[CH2:3][CH2:2]1.Cl.[C:8]1([CH:15]=[CH:14][CH:13]=[C:11]([OH:12])[CH:10]=1)[OH:9].[Cl:16]CC#N>[Cl-].[Cl-].[Zn+2].O>[Cl:16][CH2:3][C:2]([C:13]1[CH:14]=[CH:15][C:8]([OH:9])=[CH:10][C:11]=1[OH:12])=[O:1] |f:4.5.6|. Procedure: A 100L round bottomed flask (RBF) containing 34.0 L of 1,4-dioxane was charged with 5.0 kg of HCl gas through a subsurface line. Resorcinol (10.0 kg) was then added as a solid, followed by addition of solid ZnCl2 (6.20 kg). A slight exotherm from 21 to 29° C. occurred after the ZnCl2 addition. The mixture was cooled with an ice/water bath, and chloroacetonitrile (7.50 kg) was added in portions over 2 h while maintaining the temperature at <40° C. The reaction mixture was aged 9 h at room tempera... The reactants are BrCC(F)C1=CC(=CC=C1)F (1-(2-Bromo-1-fluoroethyl)-3-fluorobenzene), [N-]=[N+]=[N-].[Na+] (NaN3). The solvent is CS(=O)C (DMSO). Reaction conditions: temperature 65 celsius, time 4 hour. The product is N(=[N+]=[N-])CC(F)C1=CC(=CC=C1)F (1-(2-Azido-1-fluoroethyl)-3-fluorobenzene). Isolated yield 83.2%. RXN SMILES: Br[CH2:2][CH:3]([C:5]1[CH:10]=[CH:9][CH:8]=[C:7]([F:11])[CH:6]=1)[F:4].[N-:12]=[N+:13]=[N-:14].[Na+]>CS(C)=O>[N:12]([CH2:2][CH:3]([C:5]1[CH:10]=[CH:9][CH:8]=[C:7]([F:11])[CH:6]=1)[F:4])=[N+:13]=[N-:14] |f:1.2|. Reported procedure: To a solution of 11 (2.3 g, 10.5 mmol) in dry DMSO (15 mL) was added NaN3 (1.0 g, 15.7 mmol). The reaction solution was allowed to stir at 65° C. for 4 h then cooled to room temperature. The reaction mixture was partitioned between EtOAc (300 mL) and H2O (200 mL). The organic layer was washed with H2O (200 mL), brine (200 mL), and dried over Na2SO4. The solvents were removed by rotary evaporation and the crude product was purified by flash column chromatography (EtOAc/hexanes, 1:18-1:9) to yield... Reactants: O=S(=O)(Cl)CCCl, ClCCl, NC(=O)c1cc(-c2ccccc2)cc2c(C3CCNCC3)c[nH]c12. Yields the product NC(=O)c1cc(-c2ccccc2)cc2c(C3CCN(S(=O)(=O)CCCl)CC3)c[nH]c12. Reaction SMILES: [Cl:25][CH2:26][CH2:27][S:28](=[O:29])(=[O:30])[Cl:31].[Cl:32][CH2:33][Cl:34].[c:1]1(-[c:7]2[cH:8][c:9]3[c:10]([CH:19]4[CH2:20][CH2:21][NH:22][CH2:23][CH2:24]4)[cH:11][nH:12][c:13]3[c:14]([C:16](=[O:17])[NH2:18])[cH:15]2)[cH:2][cH:3][cH:4][cH:5][cH:6]1>>[c:1]1(-[c:7]2[cH:8][c:9]3[c:10]([CH:19]4[CH2:20][CH2:21][N:22]([S:28]([CH2:27][CH2:26][Cl:25])(=[O:29])=[O:30])[CH2:23][CH2:24]4)[cH:11][nH:12][c:13]3[c:14]([C:16](=[O:17])[NH2:18])[cH:15]2)[cH:2][cH:3][cH:4][cH:5][cH:6]1.